This data is from the Open Reaction Database (ORD), a public repository of structured organic reaction records. The task is: describe an organic reaction: reactants, conditions, products, and yield Reactants: FC=1C=CC2=C(N3C(CO2)C(C(=N3)C(C)=O)(C3=CC=CC=C3)CCCO)C1 (1-[8-Fluoro-3-(3-hydroxypropyl)-3-phenyl-3a,4-dihydro-3H-pyrazolo[5,1-c][1,4]benzoxazin-2-yl]ethanone), CC(=O)OI1(C=2C=CC=CC2C(=O)O1)(OC(=O)C)OC(=O)C (Dess-Martin periodinane), S(=S)(=O)([O-])[O-].[Na+].[Na+].C(=O)(O)[O-].[Na+] (sodium thiosulfate NaHCO3). The solvent is C(Cl)Cl (CH2Cl2). Reaction conditions: time 1.5 hour. Product: C(C)(=O)C1=NN2C(COC3=C2C=C(C=C3)F)C1(C1=CC=CC=C1)CCC=O (3-(2-Acetyl-8-fluoro-3-phenyl-3a,4-dihydro-3H-pyrazolo[5,1-c][1,4]benzoxazin-3-yl)propanal). RXN SMILES: [F:1][C:2]1[CH:3]=[CH:4][C:5]2[O:10][CH2:9][CH:8]3[C:11]([CH2:23][CH2:24][CH2:25][OH:26])([C:17]4[CH:22]=[CH:21][CH:20]=[CH:19][CH:18]=4)[C:12]([C:14](=[O:16])[CH3:15])=[N:13][N:7]3[C:6]=2[CH:27]=1.CC(OI1(OC(C)=O)(OC(C)=O)OC(=O)C2C=CC=CC1=2)=O.S([O-])([O-])(=O)=S.[Na+].[Na+].C([O-])(O)=O.[Na+]>C(Cl)Cl>[C:14]([C:12]1[C:11]([CH2:23][CH2:24][CH:25]=[O:26])([C:17]2[CH:18]=[CH:19][CH:20]=[CH:21][CH:22]=2)[CH:8]2[CH2:9][O:10][C:5]3[CH:4]=[CH:3][C:2]([F:1])=[CH:27][C:6]=3[N:7]2[N:13]=1)(=[O:16])[CH3:15] |f:2.3.4.5.6|. Procedure details: 1-[8-Fluoro-3-(3-hydroxypropyl)-3-phenyl-3a,4-dihydro-3H-pyrazolo[5,1-c][1,4]benzoxazin-2-yl]ethanone (5-8; a racemic mixture, 1.23 g, 3.34 mmol) was dissolved in anhydrous CH2Cl2 (20 mL) and was treated with Dess-Martin periodinane (2.26 g, 5.3 mmol) and the resulting cloudy yellow solution was stirred 1.5 h. Upon completion, the cloudy solution was treated with 10 mL sat. sodium thiosulfate/NaHCO3 solution (1:1) and stirred 30 min. The mixture was extracted with EtOAc (3×20 mL), and the combin... The reactants are FC=1C=C2C(=NN(C2=CC1)C1=CC=CC=C1)C1CCN(CC1)C (5-fluoro-1-phenyl-3-(1-methyl-4-piperidinyl)-1H-indazole), base, O (water), N#CBr (cyanogen bromide), C([O-])([O-])=O.[K+].[K+] (potassium carbonate). The solvent is CS(=O)C (dimethylsulfoxide), CS(=O)C (dimethylsulfoxide). Conditions: time 28 hour. Yields the product FC=1C=C2C(=NN(C2=CC1)C1=CC=CC=C1)C1CCN(CC1)C#N (4-(5-Fluoro-1-phenyl-1H-indazol-3-yl)piperidine-1-carbonitrile). Yield: 93.6%. RXN SMILES: [N:1]#[C:2]Br.C(=O)([O-])[O-].[K+].[K+].[F:10][C:11]1[CH:12]=[C:13]2[C:17](=[CH:18][CH:19]=1)[N:16]([C:20]1[CH:25]=[CH:24][CH:23]=[CH:22][CH:21]=1)[N:15]=[C:14]2[CH:26]1[CH2:31][CH2:30][N:29](C)[CH2:28][CH2:27]1.O>CS(C)=O>[F:10][C:11]1[CH:12]=[C:13]2[C:17](=[CH:18][CH:19]=1)[N:16]([C:20]1[CH:25]=[CH:24][CH:23]=[CH:22][CH:21]=1)[N:15]=[C:14]2[CH:26]1[CH2:31][CH2:30][N:29]([C:2]#[N:1])[CH2:28][CH2:27]1 |f:1.2.3|. Procedure details: To a stirred mixture of cyanogen bromide (4.05 g, 0.038 moles) and potassium carbonate (6.2 g, 0.045 moles) in dimethylsulfoxide (75 ml) was added dropwise a solution of 5-fluoro-1-phenyl-3-(1-methyl-4-piperidinyl)-1H-indazole (11.0 g, 0.036 moles) free base of Example 111(b) in hot dimethylsulfoxide (75 ml). The reaction was stirred at ambient temperature for 28 hours and then poured into water. The product was extracted (dichloromethane), dried (MgSO4) and concentrated to yield 10.8 g of an oi... The reactants are NC1=CC=CC=C1 (aniline), N(CCO)CCO (diethanolamine). Yields the product N1C=CC2=CC=CC=C12 (indole). Isolated yield 24.5%. Reaction SMILES: [NH2:1][C:2]1[CH:7]=[CH:6][CH:5]=[CH:4][CH:3]=1.N(CCO)[CH2:9][CH2:10]O>>[NH:1]1[C:2]2[C:7](=[CH:6][CH:5]=[CH:4][CH:3]=2)[CH:10]=[CH:9]1. Reported procedure: Reaction was carried out in the same manner as described in Example 1 except that granular activated carbon was used in place of the Pd-C catalyst, 6.1 g (0.1 mole) of monoethanolamine or 9.3 g (0.1 mole) of diethanolamine was used as the ethanolamine, and the reaction temperature was raised to 400° C. When monoethanolamine was used, 2.7 g of indole was obtained in a 23.5% yield based on the aniline. Similarly, when diethanolamine was used, 2.9 g of indole was obtained in a 24.5% yield based on ... Starting materials: BrC1=CC=C(N)C=C1 (4-bromoaniline), C(C(=C)CC(=O)O)(=O)O (itaconic acid). Solvent: CCCCCC.C(C)(=O)OCC (n-hexane ethyl acetate). Run at temperature 130 celsius, time 50 minute. Product: BrC1=CC=C(C=C1)N1CC(CC1=O)C(=O)O (1-(4-Bromophenyl)-5-oxopyrrolidine-3-carboxylic acid). The yield is 95.1%. As a reaction SMILES: [Br:1][C:2]1[CH:8]=[CH:7][C:5]([NH2:6])=[CH:4][CH:3]=1.[C:9]([OH:17])(=[O:16])[C:10]([CH2:12][C:13](O)=[O:14])=[CH2:11]>CCCCCC.C(OCC)(=O)C>[Br:1][C:2]1[CH:8]=[CH:7][C:5]([N:6]2[C:13](=[O:14])[CH2:12][CH:10]([C:9]([OH:17])=[O:16])[CH2:11]2)=[CH:4][CH:3]=1 |f:2.3|. Procedure: A mixture of 4-bromoaniline (8.6 g) and itaconic acid (6.5 g) was stirred at 130° C. for 50 minutes. After cooling, a n-hexane-ethyl acetate mixed solution was added to the resulting solid. The compound was collected by filtration to obtain the title compound (13.5 g). Reactants: CS(=O)C=1N(C(C2=C(N1)NC(C=C2)=O)=O)C2=CC=C(C=C2)OCC(F)(F)F (2-(Methylsulfinyl)-3-[4-(2,2,2-trifluoroethoxy)phenyl]pyrido[2,3-d]pyrimidine-4,7(3H,8H)-dione), Cl (hydrochloric acid), CC(C)O (2-propanol), [H-].[Na+] (sodium hydride). Run in O1CCCC1 (tetrahydrofuran). Conditions: time 10 minute. Product: CC(C)OC=1N(C(C2=C(N1)NC(C=C2)=O)=O)C2=CC=C(C=C2)OCC(F)(F)F (2-(1-methylethoxy)-3-[4-(2,2,2-trifluoroethoxy)phenyl]pyrido[2,3-d]pyrimidine-4,7(3H,8H)-dione). RXN SMILES: CS([C:4]1[N:5]([C:16]2[CH:21]=[CH:20][C:19]([O:22][CH2:23][C:24]([F:27])([F:26])[F:25])=[CH:18][CH:17]=2)[C:6](=[O:15])[C:7]2[CH:13]=[CH:12][C:11](=[O:14])[NH:10][C:8]=2[N:9]=1)=O.[CH3:28][CH:29]([OH:31])[CH3:30].[H-].[Na+].Cl>O1CCCC1>[CH3:28][CH:29]([O:31][C:4]1[N:5]([C:16]2[CH:21]=[CH:20][C:19]([O:22][CH2:23][C:24]([F:27])([F:26])[F:25])=[CH:18][CH:17]=2)[C:6](=[O:15])[C:7]2[CH:13]=[CH:12][C:11](=[O:14])[NH:10][C:8]=2[N:9]=1)[CH3:30] |f:2.3|. Procedure details: 2-(Methylsulfinyl)-3-[4-(2,2,2-trifluoroethoxy)phenyl]pyrido[2,3-d]pyrimidine-4,7(3H,8H)-dione (100 mg) was suspended in tetrahydrofuran (4 ml), 2-propanol (77 μl) was added thereto, and then sodium hydride (25.0 mg) was added thereto under ice-cooling, and the mixture was stirred for 10 min, and then at room temperature for 15 min. To the reaction mixture was added 0.5M hydrochloric acid (3 ml), and the mixture was extracted with ethyl acetate. The extract was washed with water and saturated br...